This data is from the Open Reaction Database (ORD), a public repository of structured organic reaction records. The task is: describe an organic reaction: reactants, conditions, products, and yield The reactants are [OH-].[K+] (potassium hydroxide), C(C)OC(=O)C1C(C1C=C(Cl)Cl)(C)C (2,2-dimethyl-3-(2,2-dichlorovinyl)-cyclopropane-1-carboxylic acid ethyl ester), 6-g, [OH-].[K+] (potassium hydroxide), monooleate, 6-g. Run in O (water). Conditions: time 120 minute. The product is CC1(C(C1C=C(Cl)Cl)C(=O)O)C (2,2-dimethyl-3-(2,2-dichlorovinyl)cyclopropane-1-carboxylic acid). Yield: 95.0%. RXN SMILES: C([O:3][C:4]([CH:6]1[CH:8]([CH:9]=[C:10]([Cl:12])[Cl:11])[C:7]1([CH3:14])[CH3:13])=[O:5])C.[OH-].[K+]>O>[CH3:13][C:7]1([CH3:14])[CH:8]([CH:9]=[C:10]([Cl:12])[Cl:11])[CH:6]1[C:4]([OH:5])=[O:3] |f:1.2|. Procedure details: 24.7 g. of 2,2-dimethyl-3-(2,2-dichlorovinyl)-cyclopropane-1-carboxylic acid ethyl ester (purity: 96%, cis)trans ratio: 40:60), 6.7 g. of a 30% aqueous potassium hydroxide solution and 0.05 g. of polyoxyethylenesorbitane monooleate are stirred at 70° C. for 60 minutes. Stirring is continued with a further 6-g. portion of the potassium hydroxide solution for 60 minutes and with an additional 6-g. portion for 120 minutes. The solution is diluted with 100 ml. of water and 40 ml. fraction is distill... Reactants: C(C)(C)NC(C)C (diisopropylamine), C(CCC)[Li] (n-butyllithium), BrCC(=O)OCCCC (butyl bromoacetate), CC1=NC=CN=C1 (2-methylpyrazine). Solvent: C1CCOC1 (THF). Conditions: time 1 hour. Product: N1=C(C=NC=C1)CCC(=O)OC(C)(C)C (t-butyl 3-(2-pyrazinyl)propionate). Isolated yield 67.1%. RXN SMILES: C(N[CH:5]([CH3:7])[CH3:6])(C)C.[CH2:8]([Li])CCC.[CH3:13][C:14]1[CH:19]=[N:18][CH:17]=[CH:16][N:15]=1.Br[CH2:21][C:22]([O:24]CCCC)=[O:23]>C1COCC1>[N:15]1[CH:16]=[CH:17][N:18]=[CH:19][C:14]=1[CH2:13][CH2:21][C:22]([O:24][C:5]([CH3:6])([CH3:7])[CH3:8])=[O:23]. Procedure: A solution of diisopropylamine (4.0 mL, 28.5 mmol) in THF (20 mL) was treated with 2.5M n-butyllithium (11.42 mL, 28.5 mmol) at −78° C. The mixture was warmed to RT for 0.5 h, cooled to −78° C., and 2-methylpyrazine (2.0 mL, 21.9 mmol) was added. The reaction mixture was warmed to RT, stirred for 1 h, cooled to −78° C., and butyl bromoacetate (4.25 mL, 26.3 mmol) was added. The reaction mixture was warmed to RT, stirred for 18 h and quenched with water (1 mL). The mixture was concentrated and th... Starting materials: ClC1=C(C(=CC=2C(=CCC(C12)(C)C)C(C)C)/C(=C(\C=C\C(=C\C(=O)OCC)\C)/F)/C)OCC (ethyl (2E,4E,6E)-7-(4-chloro-3-ethoxy 8-isopropyl-5,5-dimethyl-5,6-dihydronaphthalen-2-yl)-6-fluoro-3-methyl-octa-2,4,6-trienoate), [OH-].[Na+] (NaOH). Yields the product ClC1=C(C(=CC=2C(=CCC(C12)(C)C)C(C)C)/C(=C(\C=C\C(=C\C(=O)O)\C)/F)/C)OCC ((2E,4E,6E)-7-(4-Chloro-3-ethoxy-8-isopropyl-5,5-dimethyl-5,6-dihydronaphthalen-2-yl)6-fluoro-3-methyl-octa-2,4,6-trienoic acid). As a reaction SMILES: [Cl:1][C:2]1[C:11]2[C:10]([CH3:13])([CH3:12])[CH2:9][CH:8]=[C:7]([CH:14]([CH3:16])[CH3:15])[C:6]=2[CH:5]=[C:4](/[C:17](/[CH3:30])=[C:18](/[F:29])\[CH:19]=[CH:20]\[C:21](\[CH3:28])=[CH:22]\[C:23]([O:25]CC)=[O:24])[C:3]=1[O:31][CH2:32][CH3:33].[OH-].[Na+]>>[Cl:1][C:2]1[C:11]2[C:10]([CH3:13])([CH3:12])[CH2:9][CH:8]=[C:7]([CH:14]([CH3:16])[CH3:15])[C:6]=2[CH:5]=[C:4](/[C:17](/[CH3:30])=[C:18](/[F:29])\[CH:19]=[CH:20]\[C:21](\[CH3:28])=[CH:22]\[C:23]([OH:25])=[O:24])[C:3]=1[O:31][CH2:32][CH3:33] |f:1.2|. Procedure details: As described in General Procedure J-1, ethyl (2E,4E,6E)-7-(4-chloro-3-ethoxy 8-isopropyl-5,5-dimethyl-5,6-dihydronaphthalen-2-yl)-6-fluoro-3-methyl-octa-2,4,6-trienoate (Compound A-166, 0.14 g, 0.30 mmol) was hydrolyzed with 1 N NaOH to produce the title compound as a yellow solid after recrystallization from acetonitrile. Starting materials: [F-].C(CCC)[N+](CCCC)(CCCC)CCCC (tetrabutylammonium fluoride), C1OC=2C(=CC3=C(C=CC4=C5C=CC(=C(C5=C(N=C34)CCCO[Si](C)(C)C(C)(C)C)OCC3=CC=CC=C3)OC)C2)O1 (2,3-(methylenedioxy)-6-[3-(t-butyldimethylsiloxy)propyl]-7-benzyloxy-8-methoxy-benzo[c]phenanthridine), O (Water). The solvent is O1CCCC1 (tetrahydrofuran). Conditions: time 8 hour. The product is C1OC=2C(=CC3=C(C=CC4=C5C=CC(=C(C5=C(N=C34)CCCO)OCC3=CC=CC=C3)OC)C2)O1 (2,3-(methylenedioxy)-6-(3-hydroxypropyl)-7-benzyloxy-8-methoxy-benzo[c]phenanthridine). The yield is 87.6%. As a reaction SMILES: [CH2:1]1[O:42][C:4]2=[CH:5][C:6]3[C:19]4[C:10](=[C:11]5[C:16](=[C:17]([CH2:20][CH2:21][CH2:22][O:23][Si](C(C)(C)C)(C)C)[N:18]=4)[C:15]([O:31][CH2:32][C:33]4[CH:38]=[CH:37][CH:36]=[CH:35][CH:34]=4)=[C:14]([O:39][CH3:40])[CH:13]=[CH:12]5)[CH:9]=[CH:8][C:7]=3[CH:41]=[C:3]2[O:2]1.[F-].C([N+](CCCC)(CCCC)CCCC)CCC.O>O1CCCC1>[CH2:1]1[O:42][C:4]2=[CH:5][C:6]3[C:19]4[C:10](=[C:11]5[C:16](=[C:17]([CH2:20][CH2:21][CH2:22][OH:23])[N:18]=4)[C:15]([O:31][CH2:32][C:33]4[CH:34]=[CH:35][CH:36]=[CH:37][CH:38]=4)=[C:14]([O:39][CH3:40])[CH:13]=[CH:12]5)[CH:9]=[CH:8][C:7]=3[CH:41]=[C:3]2[O:2]1 |f:1.2|. Procedure: After 2,3-(methylenedioxy)-6-[3-(t-butyldimethylsiloxy)propyl]-7-benzyloxy-8-methoxy-benzo[c]phenanthridine (374.4 mg, 0.644 mmol) was dissolved in tetrahydrofuran (3.2 mL), tetrabutylammonium fluoride (1M tetrahydrofuran solution, 1.9 mL) was added to the solution. The mixture was stirred overnight at room temperature. Water was added to the reaction mixture followed by extraction with methylene chloride. The organic phase was dried over anhydrous sodium sulfate and then concentrated in vacuo. ...